Dataset: the Open Reaction Database (ORD), a public repository of structured organic reaction records. Task: describe an organic reaction: reactants, conditions, products, and yield Reactants: N#N (N2), N#N (N2), C(C)OC(C(CC(=C)C)C(C)=O)=O (ethyl-2-acetyl-4-methyl-4-pentenoate), [I-] (iodide), CC[O-].[Na+] (sodium ethylate). Solvent: C(C)O (ethanol). Conditions: temperature 15 celsius, time 30 minute. Yields the product C(C)OC(C(CC(=C)C)(C)C(C)=O)=O (ethyl-2-acetyl-2,4-dimethyl-4-pentenoate). Reaction SMILES: N#N.[CH3:3]C[O-].[Na+].[CH2:7]([O:9][C:10](=[O:19])[CH:11]([C:16](=[O:18])[CH3:17])[CH2:12][C:13]([CH3:15])=[CH2:14])[CH3:8].[I-]>C(O)C>[CH2:7]([O:9][C:10](=[O:19])[C:11]([C:16](=[O:18])[CH3:17])([CH3:3])[CH2:12][C:13]([CH3:15])=[CH2:14])[CH3:8] |f:1.2|. Procedure: A 2000 ml flask, equipped with mechanical stirring, a condenser and N2 atmosphere, is charged with 24.3 g of N2 and 400 ml of ethanol to prepare sodium ethylate. After cooling to 15° C., the ethyl-2-acetyl-4-methyl-4-pentenoate (161.4 g) is added to the solution over 30 min while maintaining the temperature at 15° C.-20° C. To this is then added, all at once, 15 g of iodide. The exothermic reaction is controlled with an ice bath to keep the temperature at 30° C. for about 90 min. Stirring is con... The reactants are C(C1=CC=CC=C1)OC(=O)N(C1CC1)CC1=C(C=CC(=C1)C(F)(F)F)C1=CC(=CC=C1OC)CC(=O)O ({2′-[(Benzyloxycarbonyl-cyclopropyl-amino)-methyl]-6-methoxy-4′-trifluoromethyl-biphenyl-3-yl}-acetic acid). Reagents/catalysts: [Pd] (palladium on carbon). Run in CO (MeOH). Reaction conditions: time 1 hour. The product is C1(CC1)NCC1=C(C=CC(=C1)C(F)(F)F)C1=CC(=CC=C1OC)CC(=O)O ((2′-Cyclopropylaminomethyl-6-methoxy-4′-trifluoromethyl-biphenyl-3-yl)-acetic acid). Reaction SMILES: C(OC([N:11]([CH2:15][C:16]1[CH:21]=[C:20]([C:22]([F:25])([F:24])[F:23])[CH:19]=[CH:18][C:17]=1[C:26]1[C:31]([O:32][CH3:33])=[CH:30][CH:29]=[C:28]([CH2:34][C:35]([OH:37])=[O:36])[CH:27]=1)[CH:12]1[CH2:14][CH2:13]1)=O)C1C=CC=CC=1>[Pd].CO>[CH:12]1([NH:11][CH2:15][C:16]2[CH:21]=[C:20]([C:22]([F:24])([F:25])[F:23])[CH:19]=[CH:18][C:17]=2[C:26]2[C:31]([O:32][CH3:33])=[CH:30][CH:29]=[C:28]([CH2:34][C:35]([OH:37])=[O:36])[CH:27]=2)[CH2:14][CH2:13]1. Reported procedure: {2′-[(Benzyloxycarbonyl-cyclopropyl-amino)-methyl]-6-methoxy-4′-trifluoromethyl-biphenyl-3-yl}-acetic acid (0.054 g, 0.10 mmol) and 10% palladium on carbon (17.5 g) were combined in MeOH (2 mL) and stirred under a balloon of H2 at room temperature for 1 hour. The mixture was filtered and concentrated to give the title compound.